From a dataset of the Open Reaction Database (ORD), a public repository of structured organic reaction records. describe an organic reaction: reactants, conditions, products, and yield The reactants are C(C)(C)(C)[Si](OCCCON1C(C2=CC=CC=C2C1=O)=O)(C)C (2-[3-(tert-butyl-dimethyl-silanyloxy)-propoxy]-isoindole-1,3-dione), CNN (methylhydrazine). Solvent: ClCCl (dichloromethane). Reaction conditions: temperature 0 celsius, time 30 minute. Yields the product C(C)(C)(C)[Si](OCCCON)(C)C (O-[3-(tert-butyl-dimethyl-silanyloxy)-propyl]-hydroxylamine). Isolated yield 99.2%. Reaction SMILES: [C:1]([Si:5]([CH3:23])([CH3:22])[O:6][CH2:7][CH2:8][CH2:9][O:10][N:11]1C(=O)C2C(=CC=CC=2)C1=O)([CH3:4])([CH3:3])[CH3:2].CNN>ClCCl>[C:1]([Si:5]([CH3:22])([CH3:23])[O:6][CH2:7][CH2:8][CH2:9][O:10][NH2:11])([CH3:4])([CH3:3])[CH3:2]. Reported procedure: A solution of 2-[3-(tert-butyl-dimethyl-silanyloxy)-propoxy]-isoindole-1,3-dione (26.3 g, 78.3 mmol) in dichloromethane (120 mL) was cooled to 0° C. and treated with methylhydrazine (16.1 g, 78.3 mmol). The reaction mixture was stirred for 30 min at 0° C. and filtered. The filtrate was concentrated under reduced pressure, redissolved in ether, and refrigerated (4° C.) overnight. The resultant crytalline material was removed by filtration and the filtrate was concentrated under reduced pressure t... Starting materials: ClC1=NC=NC(=C1C)C1=CC=C(C=C1)OC (4-chloro-6-(4-methoxyphenyl)-5-methylpyrimidine), CC1=C(OCC(=O)OCC)C=CC(=C1)CN(CCC)C1=NC=NC(=C1C)C1=CC=C(C=C1)C(F)(F)F (Ethyl (2-methyl-4-{[{5-methyl-6-[4-(trifluoromethyl)phenyl]pyrimidin-4-yl}(propyl)amino]methyl}phenoxy)acetate). The product is CC1=C(OCC(=O)OCC)C=CC(=C1)CN(CCC)C1=NC=NC(=C1C)C1=CC=C(C=C1)OC (Ethyl (2-methyl-4-{[{5-methyl-6-[4-(methyloxy)phenyl]pyrimidin-4-yl}(propyl)amino]methyl}phenoxy)acetate). As a reaction SMILES: Cl[C:2]1[C:7]([CH3:8])=[C:6]([C:9]2[CH:14]=[CH:13][C:12]([O:15][CH3:16])=[CH:11][CH:10]=2)[N:5]=[CH:4][N:3]=1.[CH3:17][C:18]1[CH:30]=[C:29]([CH2:31][N:32](C2C(C)=C(C3C=CC(C(F)(F)F)=CC=3)N=CN=2)[CH2:33][CH2:34][CH3:35])[CH:28]=[CH:27][C:19]=1[O:20][CH2:21][C:22]([O:24][CH2:25][CH3:26])=[O:23]>>[CH3:17][C:18]1[CH:30]=[C:29]([CH2:31][N:32]([C:2]2[C:7]([CH3:8])=[C:6]([C:9]3[CH:14]=[CH:13][C:12]([O:15][CH3:16])=[CH:11][CH:10]=3)[N:5]=[CH:4][N:3]=2)[CH2:33][CH2:34][CH3:35])[CH:28]=[CH:27][C:19]=1[O:20][CH2:21][C:22]([O:24][CH2:25][CH3:26])=[O:23]. Procedure: Using 4-chloro-6-(4-methoxyphenyl)-5-methylpyrimidine (164 mg, 0.7 mmol) and the synthetic procedure described for Intermediate 80. Purification by Biotage™ chromatography (Si, 40 g) eluting 4:1 cyclohexane:EtOAc afforded the title compound as a pale yellow oil (60 mg). Reactants: ClCCCOC1=CC=C(C=C1)C=1N=C2N(C=CC=C2)C1 (2-(4-chloropropoxyphenyl)imidazo[1,2-a]-pyridine). Run in C(CCC)NCCCC (dibutylamine). Product: C(CCC)N(CCCC)CCCOC1=CC=C(C=C1)C=1N=C2N(C=CC=C2)C1 (2-(4-Dibutylaminopropoxyphenyl)imidazo[1,2-a]pyridine). Yield: 192.0%. RXN SMILES: Cl[CH2:2][CH2:3][CH2:4][O:5][C:6]1[CH:11]=[CH:10][C:9]([C:12]2[N:13]=[C:14]3[CH:19]=[CH:18][CH:17]=[CH:16][N:15]3[CH:20]=2)=[CH:8][CH:7]=1>C(NCCCC)CCC>[CH2:12]([N:13]([CH2:2][CH2:3][CH2:4][O:5][C:6]1[CH:11]=[CH:10][C:9]([C:12]2[N:13]=[C:14]3[CH:19]=[CH:18][CH:17]=[CH:16][N:15]3[CH:20]=2)=[CH:8][CH:7]=1)[CH2:14][CH2:19][CH2:18][CH3:17])[CH2:9][CH2:8][CH3:7]. Procedure details: A suspension of 2-(4-chloropropoxyphenyl)imidazo[1,2-a]-pyridine (5.2 g, 14 mmol) in dibutylamine (30 ml) was stirred at reflux for 5 hours. The excess dibutylamine was removed by distillation and the resulting oil was flash chromatographed (silica gel, 9:1 CH2Cl2 : acetone) to give the free base of the title compound (5.1 g, 93% yield) as an oil. The HCl salt was prepared by dropwise addition of concentrated hydrochloric acid to a solution of the free base in methanol, concentrated and recrysta...